From a dataset of the Open Reaction Database (ORD), a public repository of structured organic reaction records. describe an organic reaction: reactants, conditions, products, and yield Yields the product Cn1cc(Br)nc(Nc2ccc3c(c2)CCNC3)c1=O. As a reaction SMILES: [Br:1][c:2]1[cH:3][n:4]([CH3:27])[c:5](=[O:26])[c:6]([NH:8][c:9]2[cH:10][c:11]3[c:16]([cH:17][cH:18]2)[CH2:15][N:14]([C:19]([O:20][C:21]([CH3:22])([CH3:23])[CH3:24])=[O:25])[CH2:13][CH2:12]3)[n:7]1.[CH2:35]([Cl:36])[Cl:37].[OH:28][C:29]([C:30]([F:31])([F:32])[F:33])=[O:34]>>[Br:1][c:2]1[cH:3][n:4]([CH3:27])[c:5](=[O:26])[c:6]([NH:8][c:9]2[cH:10][c:11]3[c:16]([cH:17][cH:18]2)[CH2:15][NH:14][CH2:13][CH2:12]3)[n:7]1. Reactants: Cn1cc(Br)nc(Nc2ccc3c(c2)CCN(C(=O)OC(C)(C)C)C3)c1=O, ClCCl, O=C(O)C(F)(F)F. Starting materials: CC(C)CCN, CN1CCCC1=O, ClCc1nc2ccccc2[nH]1. Yields the product CC(C)CCNCc1nc2ccccc2[nH]1. Reaction SMILES: [CH2:12]([CH2:13][CH:14]([CH3:15])[CH3:16])[NH2:17].[CH3:18][N:19]1[CH2:20][CH2:21][CH2:22][C:23]1=[O:24].[Cl:1][CH2:2][c:3]1[nH:4][c:5]2[c:6]([n:7]1)[cH:8][cH:9][cH:10][cH:11]2>>[CH2:2]([c:3]1[nH:4][c:5]2[c:6]([n:7]1)[cH:8][cH:9][cH:10][cH:11]2)[NH:17][CH2:12][CH2:13][CH:14]([CH3:15])[CH3:16]. Starting materials: COC(CC(C)=O)=O (3-oxo-butyric acid methyl ester), R3—(CH2)m—NH2, N[C@H]1[C@@H](CCCC1)O ((1R,2R)-2-aminocyclohexanol), BrCC(=O)C1=C(C=CC(=C1)C(F)(F)F)Cl (2-bromo-1-[2-chloro-5-(trifluoromethyl)-phenyl]-ethanone), CC1(OCC(O1)CN)C (2,2-dimethyl-1,3-dioxolan-4-methylamine). Product: O[C@H]1[C@@H](CCCC1)NC(=O)C1=C(N(C(=C1)C1=C(C=CC(=C1)C(F)(F)F)Cl)CC1OC(OC1)(C)C)C (5-(2-Chloro-5-trifluoromethyl-phenyl)-1-(rac)-(2,2-dimethyl-[1,3]dioxolan-4-ylmethyl)-2-methyl-1H-pyrrole-3-carboxylic acid ((1R,2R)-2-hydroxy-cyclohexyl)-amide). Reaction SMILES: CO[C:3](=[O:8])[CH2:4][C:5](=O)[CH3:6].Br[CH2:10][C:11]([C:13]1[CH:18]=[C:17]([C:19]([F:22])([F:21])[F:20])[CH:16]=[CH:15][C:14]=1[Cl:23])=O.[CH3:24][C:25]1([CH3:32])[O:29][CH:28]([CH2:30][NH2:31])[CH2:27][O:26]1.[NH2:33][C@@H:34]1[CH2:39][CH2:38][CH2:37][CH2:36][C@H:35]1[OH:40]>>[OH:40][C@@H:35]1[CH2:36][CH2:37][CH2:38][CH2:39][C@H:34]1[NH:33][C:3]([C:4]1[CH:10]=[C:11]([C:13]2[CH:18]=[C:17]([C:19]([F:22])([F:21])[F:20])[CH:16]=[CH:15][C:14]=2[Cl:23])[N:31]([CH2:30][CH:28]2[CH2:27][O:26][C:25]([CH3:32])([CH3:24])[O:29]2)[C:5]=1[CH3:6])=[O:8]. Reported procedure: The title compound was synthesized in analogy to example 7, using 3-oxo-butyric acid methyl ester as compound of formula R, 2-bromo-1-[2-chloro-5-(trifluoromethyl)-phenyl]-ethanone as compound of formula S, 2,2-dimethyl-1,3-dioxolan-4-methylamine as R3—(CH2)m—NH2 and (1R,2R)-2-aminocyclohexanol as R1R2NH, MS (ISP) 515.4 (M+H)+. The reactants are Cl.N1=CC(=CC=C1)CCl (3-picolyl chloride hydrochloride), BrC1=CC=C(C=C1)C(C)NS(=O)(=O)CC (N-(1-(4-Bromophenyl)ethyl)-N-ethylsulfonylamine), Cl.N1=CC(=CC=C1)CCl (3-picolyl chloride hydrochloride), C([O-])([O-])=O.[K+].[K+] (potassium carbonate). Solvent: CN(C)C=O (DMF), C(C)(=O)OCC (ethyl acetate), O (water). Conditions: time 20 hour. Product: BrC1=CC=C(C=C1)C(C)N(S(=O)(=O)CC)CC=1C=NC=CC1 (N-(1-(4-Bromophenyl)ethyl)-N-(ethanesulfonyl)pyrid-3-ylmethylamine). RXN SMILES: [Br:1][C:2]1[CH:7]=[CH:6][C:5]([CH:8]([NH:10][S:11]([CH2:14][CH3:15])(=[O:13])=[O:12])[CH3:9])=[CH:4][CH:3]=1.Cl.[N:17]1[CH:22]=[CH:21][CH:20]=[C:19]([CH2:23]Cl)[CH:18]=1.C(=O)([O-])[O-].[K+].[K+]>CN(C=O)C.C(OCC)(=O)C.O>[Br:1][C:2]1[CH:3]=[CH:4][C:5]([CH:8]([N:10]([CH2:23][C:19]2[CH:18]=[N:17][CH:22]=[CH:21][CH:20]=2)[S:11]([CH2:14][CH3:15])(=[O:13])=[O:12])[CH3:9])=[CH:6][CH:7]=1 |f:1.2,3.4.5|. Reported procedure: N-(1-(4-Bromophenyl)ethyl)-N-ethylsulfonylamine (1.25 g, 4.28 mmol), and (0.75 g, 4.6 mmol) of 3-picolyl chloride hydrochloride, and (5.1 g, 37 mmol) of potassium carbonate were dissolved in 40 ml DMF. Additional 3-picolyl chloride hydrochloride (0.75 g, 4.6 mmol) was added after 30 minutes and the mixture stirred 20 h at room temperature. The mixture was diluted with 120 ml ethyl acetate and 60 ml of water and transferred to a separatory funnel. The organic layer was separated and washed twice ... The reactants are O(C1=CC=CC=C1)CCCOC1=CC=CC=C1 (1,3-Diphenoxypropane), C(C1=CC=CC=C1)(=O)Cl (benzoyl chloride), [Cl-].[Al+3].[Cl-].[Cl-] (aluminum chloride). The solvent is ClCCCl (1,2-dichloroethane). Product: C(C1=CC=CC=C1)(=O)C1=CC=C(OCCCOC2=CC=C(C=C2)C(C2=CC=CC=C2)=O)C=C1 (1,3-Bis(4-benzoylphenoxy)propane). Reaction SMILES: [O:1]([CH2:8][CH2:9][CH2:10][O:11][C:12]1[CH:17]=[CH:16][CH:15]=[CH:14][CH:13]=1)[C:2]1[CH:7]=[CH:6][CH:5]=[CH:4][CH:3]=1.[C:18](Cl)(=[O:25])[C:19]1[CH:24]=[CH:23][CH:22]=[CH:21][CH:20]=1.[Cl-].[Al+3].[Cl-].[Cl-]>ClCCCl>[C:18]([C:5]1[CH:4]=[CH:3][C:2]([O:1][CH2:8][CH2:9][CH2:10][O:11][C:12]2[CH:13]=[CH:14][C:15]([C:18](=[O:25])[C:19]3[CH:24]=[CH:23][CH:22]=[CH:21][CH:20]=3)=[CH:16][CH:17]=2)=[CH:7][CH:6]=1)(=[O:25])[C:19]1[CH:24]=[CH:23][CH:22]=[CH:21][CH:20]=1 |f:2.3.4.5|. Procedure details: 1,3-Diphenoxypropane (22.8 g), benzoyl chloride (31 g) and anhydrous aluminum chloride (33 g) are reacted in 1,2-dichloroethane (300 ml) for 18 hours at 70° to yield 33.4 g (77% of theory) of colorless crystals mp 146°-8°.